From a dataset of the Open Reaction Database (ORD), a public repository of structured organic reaction records. describe an organic reaction: reactants, conditions, products, and yield Procedure details: The title compound, MS m/e (%): 295 (M+H+, 100), was prepared in accordance with the general method of example 1 from 3-benzenesulfonylmethyl-5-furan-2-yl-1H-[1,2,4]triazole and 3-(4-fluoro-phenyl)-acrylonitrile. The reactants are C1(=CC=CC=C1)S(=O)(=O)CC1=NNC(=N1)C=1OC=CC1 (3-benzenesulfonylmethyl-5-furan-2-yl-1H-[1,2,4]triazole), FC1=CC=C(C=C1)C=CC#N (3-(4-fluoro-phenyl)-acrylonitrile). Product: FC1=CC=C(C=C1)C1=CC=2N(C(=C1)N)N=C(N2)C=2OC=CC2 (7-(4-Fluoro-phenyl)-2-furan-2-yl-[1,2,4]triazolo[1,5-a]pyridin-5-ylamine). RXN SMILES: C1(S([CH2:10][C:11]2[N:15]=[C:14]([C:16]3[O:17][CH:18]=[CH:19][CH:20]=3)[NH:13][N:12]=2)(=O)=O)C=CC=CC=1.[F:21][C:22]1[CH:27]=[CH:26][C:25]([CH:28]=[CH:29][C:30]#[N:31])=[CH:24][CH:23]=1>>[F:21][C:22]1[CH:23]=[CH:24][C:25]([C:28]2[CH:29]=[C:30]([NH2:31])[N:12]3[N:13]=[C:14]([C:16]4[O:17][CH:18]=[CH:19][CH:20]=4)[N:15]=[C:11]3[CH:10]=2)=[CH:26][CH:27]=1. Yields the product BrC=1C=C(C=NC1)C(C)(C)O (2-(5-Bromo-pyridin-3-yl)-propan-2-ol). RXN SMILES: C(OC(=O)[C:5]1[CH:10]=[C:9]([Br:11])[CH:8]=[N:7][CH:6]=1)C.[CH3:13][Mg+].[Br-].CC[O:18][CH2:19][CH3:20]>>[Br:11][C:9]1[CH:10]=[C:5]([C:19]([OH:18])([CH3:20])[CH3:13])[CH:6]=[N:7][CH:8]=1 |f:1.2|. Procedure details: To a solution of 5-bromo-nicotinic acid ethyl ester (1.0 eq.) in Et2O (0.3M) at −30° C. was added MeMgBr (2.7 eq.; 3M in Et2O). The mixture was refluxed for 2 h, poured in 0.5M aqueous NaH2PO4 and extracted with Et2O (2×). The combined organic extracts were washed with brine, dried over Na2SO4, filtered and concentrated. Flash chromatography (Hex:Et2O:CH2Cl2; 2:1:2) afforded the title compound as a yellow oil. Solvent: NaH2PO4. Reactants: C(C)OC(C1=CN=CC(=C1)Br)=O (5-bromo-nicotinic acid ethyl ester), C[Mg+].[Br-] (MeMgBr), CCOCC (Et2O). Reactants: C(C)(C)(C)OC(=O)N1CCC2(CC1)C(NC1=CC=C(C=C12)C(=O)O)=O (1′-(tert-butoxycarbonyl)-2-oxospiro[indoline-3,4′-piperidine]-5-carboxylic acid), O=S(Cl)Cl (SOCl2), CO (methanol). Run at time 8 hour. Yields the product Cl.O=C1NC2=CC=C(C=C2C12CCNCC2)C(=O)OC (methyl 2-oxospiro[indoline-3,4′-piperidine]-5-carboxylate hydrochloride). Isolated yield 81.0%. Reaction SMILES: C(OC([N:8]1[CH2:13][CH2:12][C:11]2([C:21]3[C:16](=[CH:17][CH:18]=[C:19]([C:22]([OH:24])=[O:23])[CH:20]=3)[NH:15][C:14]2=[O:25])[CH2:10][CH2:9]1)=O)(C)(C)C.O=S(Cl)[Cl:28].[CH3:30]O>>[ClH:28].[O:25]=[C:14]1[C:11]2([CH2:12][CH2:13][NH:8][CH2:9][CH2:10]2)[C:21]2[C:16](=[CH:17][CH:18]=[C:19]([C:22]([O:24][CH3:30])=[O:23])[CH:20]=2)[NH:15]1 |f:3.4|. Reported procedure: To a solution of 1′-(tert-butoxycarbonyl)-2-oxospiro[indoline-3,4′-piperidine]-5-carboxylic acid (2 g, 6.0 mmol) in methanol (30 mL) was added dropwise SOCl2 (5 mL) at 0° C. Then the reaction mixture was stirred overnight at rt. The reaction mixture was concentrated to give methyl 2-oxospiro[indoline-3,4′-piperidine]-5-carboxylate hydrochloride (1.4 g, 81%), which was used for the next step without purification. 1H NMR (CD3OD): 2.00 (m, 2H), 2.20 (m, 2H), 3.281 (m, 1H), 3.39 (m, 2H), 3.61 (m, 2H... Reactants: ClC1=CC=C(C=C1)N1N=CC(=C(C1=O)Br)Br (2-(4-chlorophenyl)-4,5-dibromo-3(2H)-pyridazinone), ClC1=CC=C(CO)C=C1 (p-chlorobenzyl alcohol), O (water), [OH-].[K+] (potassium hydroxide). Solvent: CN(C=O)C (N,N-dimethylformamide). Reaction conditions: time 1 day. The product is BrC=1C(N(N=CC1OCC1=CC=C(C=C1)Cl)C1=CC=C(C=C1)Cl)=O (4-bromo-5-(4-chlorobenzyloxy)-2-(4-chlorophenyl)-3(2H)-pyridazinone). Yield: 79.8%. Reaction SMILES: [Cl:1][C:2]1[CH:7]=[CH:6][C:5]([N:8]2[C:13](=[O:14])[C:12]([Br:15])=[C:11](Br)[CH:10]=[N:9]2)=[CH:4][CH:3]=1.[Cl:17][C:18]1[CH:25]=[CH:24][C:21]([CH2:22][OH:23])=[CH:20][CH:19]=1.[OH-].[K+].O>CN(C)C=O>[Br:15][C:12]1[C:13](=[O:14])[N:8]([C:5]2[CH:6]=[CH:7][C:2]([Cl:1])=[CH:3][CH:4]=2)[N:9]=[CH:10][C:11]=1[O:23][CH2:22][C:21]1[CH:24]=[CH:25][C:18]([Cl:17])=[CH:19][CH:20]=1 |f:2.3|. Procedure details: In 35 ml of N,N-dimethylformamide were dissolved 1.5 g (4.1 m mol) of 2-(4-chlorophenyl)-4,5-dibromo-3(2H)-pyridazinone and 0.59 g (4.1 m mol) of p-chlorobenzyl alcohol, and thereto was added 0.27 g of powdery potassium hydroxide. The reaction mixture was stirred for one day at room temperature. The resulting solution was poured into water and extracted with ethyl acetate. The extract was washed with water, dried over anhydrous sodium sulfate and freed of solvent by distillation under reduced pr... Yields the product C(N)(=O)[C@H]1CC[C@H](CC1)N1C(=NC2=C1C=C(C=C2)CN2CCCCC2)NC(C2=CC=CC=C2)=O (N-(1-(cis-4-Carbamoylcyclohexyl)-6-(piperidin-1-ylmethyl)-1H-benzo[d]imidazol-2-yl)benzamide). Reaction SMILES: NC1N([C@@H]2CC[C@H](C(OC)=O)CC2)C2C=C(CO[Si](C(C)C)(C(C)C)C(C)C)C=CC=2N=1.C([NH:35][C:36]([C@@H:38]1[CH2:43][CH2:42][C@H:41]([N:44]2[C:48]3[CH:49]=[C:50]([CH2:53][N:54]4[CH2:59][CH2:58][CH2:57][CH2:56][CH2:55]4)[CH:51]=[CH:52][C:47]=3[NH:46]/[C:45]/2=[N:60]\[C:61](=[O:69])[C:62]2[CH:67]=[CH:66][C:65](F)=[CH:64][CH:63]=2)[CH2:40][CH2:39]1)=[O:37])C>>[C:36]([C@@H:38]1[CH2:43][CH2:42][C@H:41]([N:44]2[C:48]3[CH:49]=[C:50]([CH2:53][N:54]4[CH2:59][CH2:58][CH2:57][CH2:56][CH2:55]4)[CH:51]=[CH:52][C:47]=3[N:46]=[C:45]2[NH:60][C:61](=[O:69])[C:62]2[CH:63]=[CH:64][CH:65]=[CH:66][CH:67]=2)[CH2:40][CH2:39]1)(=[O:37])[NH2:35]. Reactants: NC1=NC2=C(N1[C@H]1CC[C@H](CC1)C(=O)OC)C=C(C=C2)CO[Si](C(C)C)(C(C)C)C(C)C (cis-methyl 4-(2-amino-6-((triisopropylsilyloxy)methyl)-1H-benzo[d]imidazol-1-yl)cyclohexanecarboxylate), C(C)NC(=O)[C@H]1CC[C@H](CC1)N1\C(\NC2=C1C=C(C=C2)CN2CCCCC2)=N\C(C2=CC=C(C=C2)F)=O ((E)-N-(1-(cis-4-(ethylcarbamoyl)cyclohexyl)-6-(piperidin-1-ylmethyl)-1H-benzo[d]imidazol-2(3H)-ylidene)-4-fluorobenzamide). Procedure: The title compound was prepared in 5 steps from cis-methyl 4-(2-amino-6-((triisopropylsilyloxy)methyl)-1H-benzo[d]imidazol-1-yl)cyclohexanecarboxylate using a method analogous to the preparation of (E)-N-(1-(cis-4-(ethylcarbamoyl)cyclohexyl)-6-(piperidin-1-ylmethyl)-1H-benzo[d]imidazol-2(3H)-ylidene)-4-fluorobenzamide. MS m/z=460.2 [M+H]. Calc'd for C27H33N5O2: 459.3. 1H NMR (400 MHz, DMSO-d6) δ ppm 1.28-1.45 (m, 2H) 1.46-1.58 (m, 4H) 1.60-1.82 (m, 4H) 2.08-2.25 (m, 2H) 2.29-2.45 (m, 4H) 2.54-2.... Starting materials: ClCCl, Cl, O=C(Cl)c1cc(C(F)(F)F)cc(C(F)(F)F)c1, Cc1ccc(C(=O)CN)s1, [Na+], [OH-]. The product is Cc1ccc(C(=O)CNC(=O)c2cc(C(F)(F)F)cc(C(F)(F)F)c2)s1. RXN SMILES: [CH2:31]([Cl:32])[Cl:33].[ClH:1].[F:12][C:13]([c:14]1[cH:15][c:16]([C:17](=[O:18])[Cl:19])[cH:20][c:21]([C:23]([F:24])([F:25])[F:26])[cH:22]1)([F:27])[F:28].[NH2:2][CH2:3][C:4](=[O:5])[c:6]1[s:7][c:8]([CH3:11])[cH:9][cH:10]1.[Na+:30].[OH-:29]>>[NH:2]([CH2:3][C:4](=[O:5])[c:6]1[s:7][c:8]([CH3:11])[cH:9][cH:10]1)[C:17]([c:16]1[cH:15][c:14]([C:13]([F:12])([F:27])[F:28])[cH:22][c:21]([C:23]([F:24])([F:25])[F:26])[cH:20]1)=[O:18]. Reactants: [C-]#N.[K+] (potassium cyanide), COC=1C=C(C=O)C=CC1OC (3,4-dimethoxybenzaldehyde), OS(=O)[O-].[Na+] (NaHSO3). Run in O (water), C(C)(=O)OCC (ethyl acetate), C(C)(=O)OCC (ethyl acetate), O (water). Reaction conditions: time 8 hour. The product is COC=1C=C(C=CC1OC)C(C#N)O (2-(3,4-Dimethoxyphenyl)-2-hydroxyacetonitrile). The yield is 64.7%. Reaction SMILES: [CH3:1][O:2][C:3]1[CH:4]=[C:5]([CH:8]=[CH:9][C:10]=1[O:11][CH3:12])[CH:6]=[O:7].OS([O-])=O.[Na+].[C-:18]#[N:19].[K+]>C(OCC)(=O)C.O>[CH3:1][O:2][C:3]1[CH:4]=[C:5]([CH:6]([OH:7])[C:18]#[N:19])[CH:8]=[CH:9][C:10]=1[O:11][CH3:12] |f:1.2,3.4|. Procedure details: To 3,4-dimethoxybenzaldehyde (1.66 g, 10 mmol) in ethyl acetate (20 mL) was added NaHSO3 (5.2 g, 50 mmol) in water (20 mL), followed by potassium cyanide (3.26 g, 50 mmol) in water (20 mL). The mixture was stirred overnight at rt, then warmed to 50° C. for 6 h. The reaction was cooled to rt, diluted with ethyl acetate, and the layers were separated. The organic layer was washed with brine, dried (Na2SO4), filtered and concentrated. The resulting residue was purified via silica gel chromatography... The reactants are III, Cl (hydrogen chloride), C1(=CC=CC=C1)NC1=CC=CC=C1 (diphenylamine), C(C(=O)Cl)(=O)Cl (oxalyl chloride). Solvent: C1(=CC=CC=C1)C (toluene), C1(=CC=CC=C1)C (toluene). Conditions: temperature 60 celsius. Product: C1(=CC=CC=C1)N1C(C(C2=CC=CC=C12)=O)=O (1-phenyl-1H-indole-2,3-dione). Isolated yield 94.2%. As a reaction SMILES: [C:1]1([NH:7][C:8]2[CH:13]=[CH:12][CH:11]=[CH:10][CH:9]=2)[CH:6]=[CH:5][CH:4]=[CH:3][CH:2]=1.[C:14](Cl)(=[O:18])[C:15](Cl)=[O:16].Cl>C1(C)C=CC=CC=1>[C:8]1([N:7]2[C:1]3[C:2](=[CH:3][CH:4]=[CH:5][CH:6]=3)[C:15](=[O:16])[C:14]2=[O:18])[CH:9]=[CH:10][CH:11]=[CH:12][CH:13]=1. Procedure: The title compound is prepared following the procedures of Bryant, N. M., III et al. Syn Commun, 23, 1617-25 (1993) as follows. A solution of diphenylamine (26.6 g, 157 mmol) in toluene (65 mL) is added slowly to a solution of oxalyl chloride (14.8 mL, 170 mmol) in toluene (35 mL) while cooling in an ice-water bath to maintain the temperature below 40° C. The resulting brown slurry is heated at 55-65° C. for 1 hr. CAUTION: There is vigorous evolution of hydrogen chloride gas. Approximately 100 m... Reactants: CC1(OB(OC1(C)C)C=1CCN(CC1)C(=O)OC(C)(C)C)C (tert-butyl 4-(4,4,5,5-tetramethyl-1,3,2-dioxaborolan-2-yl)-3,6-dihydro-2H-pyridine-1-carboxylate), BrC=1N=C(C(=NC1)N(C(OC(C)(C)C)=O)C(=O)OC(C)(C)C)C=1OC(=NN1)C1=CC=CC=C1 (Tert-butyl N-[5-bromo-3-(5-phenyl-1,3,4-oxadiazol-2-yl)pyrazin-2-yl]-N-tert-butoxycarbonyl-carbamate), C(=O)([O-])[O-].[Na+].[Na+] (Na2CO3). Reagents/catalysts: Cl[Pd]([P](C1=CC=CC=C1)(C2=CC=CC=C2)C3=CC=CC=C3)([P](C4=CC=CC=C4)(C5=CC=CC=C5)C6=CC=CC=C6)Cl (Pd(PPh3)2Cl2). Run in CN(C)C=O (DMF). Reaction conditions: temperature 100 celsius. The product is C(C)(C)(C)OC(=O)N(C=1N=CC(=NC1C=1OC(=NN1)C1=CC=CC=C1)C1=CCN(CC1)C(=O)OC(C)(C)C)C(=O)OC(C)(C)C (tert-butyl 4-(5-(bis(tert-butoxycarbonyl)amino)-6-(5-phenyl-1,3,4-oxadiazol-2-yl)pyrazin-2-yl)-5,6-dihydropyridine-1(2H)-carboxylate). Isolated yield 81.4%. RXN SMILES: Br[C:2]1[N:3]=[C:4]([C:23]2[O:24][C:25]([C:28]3[CH:33]=[CH:32][CH:31]=[CH:30][CH:29]=3)=[N:26][N:27]=2)[C:5]([N:8]([C:16]([O:18][C:19]([CH3:22])([CH3:21])[CH3:20])=[O:17])[C:9](=[O:15])[O:10][C:11]([CH3:14])([CH3:13])[CH3:12])=[N:6][CH:7]=1.CC1(C)C(C)(C)OB([C:42]2[CH2:43][CH2:44][N:45]([C:48]([O:50][C:51]([CH3:54])([CH3:53])[CH3:52])=[O:49])[CH2:46][CH:47]=2)O1.C([O-])([O-])=O.[Na+].[Na+]>CN(C=O)C.Cl[Pd](Cl)([P](C1C=CC=CC=1)(C1C=CC=CC=1)C1C=CC=CC=1)[P](C1C=CC=CC=1)(C1C=CC=CC=1)C1C=CC=CC=1>[C:11]([O:10][C:9]([N:8]([C:16]([O:18][C:19]([CH3:22])([CH3:21])[CH3:20])=[O:17])[C:5]1[N:6]=[CH:7][C:2]([C:42]2[CH2:47][CH2:46][N:45]([C:48]([O:50][C:51]([CH3:54])([CH3:53])[CH3:52])=[O:49])[CH2:44][CH:43]=2)=[N:3][C:4]=1[C:23]1[O:24][C:25]([C:28]2[CH:33]=[CH:32][CH:31]=[CH:30][CH:29]=2)=[N:26][N:27]=1)=[O:15])([CH3:14])([CH3:13])[CH3:12] |f:2.3.4,^1:69,88|. Procedure: Tert-butyl N-[5-bromo-3-(5-phenyl-1,3,4-oxadiazol-2-yl)pyrazin-2-yl]-N-tert-butoxycarbonyl-carbamate (2.4633 g, 4.752 mmol) was dissolved in DMF (19.24 mL) and tert-butyl 4-(4,4,5,5-tetramethyl-1,3,2-dioxaborolan-2-yl)-3,6-dihydro-2H-pyridine-1-carboxylate (2.204 g, 7.128 mmol) and Pd(PPh3)2Cl2 (196.6 mg, 0.4752 mmol) were added followed by Na2CO3 (7.130 mL of 2 M, 14.26 mmol) and the reaction heated at 100° C. under nitrogen for 15 minutes. The reaction mixture was allowed to cool to RT and the... The reactants are CS(=O)(=O)Cl (Methanesulphonyl chloride), C(C1=CC=CC=C1)(C1=CC=CC=C1)(C1=CC=CC=C1)NC=1SC=C(N1)/C(/C(=O)[O-])=N/OC(C1=CC=CC=C1)(C1=CC=CC=C1)C1=CC=CC=C1.[Na+] (sodium 2-(2-tritylaminothiazol-4-yl)-2-(Z)-trityloxyiminoacetate), N[C@H]1[C@@H]2N(C(=C(CS2)[C@@H]2OCCC2)C(=O)OC(C)(C)C)C1=O (t-butyl (6R,7R)-7-amino-3-[(R)-tetrahydrofuran-2-yl]ceph-3-em-4-carboxylate), N1=CC=CC=C1 (pyridine), 0.5h, 1h. The solvent is CN(C)C=O (DMF), CN(C)C=O (DMF), C(C)(=O)OCC (ethyl acetate). Yields the product O1[C@H](CCC1)C=1CS[C@H]2N(C1C(=O)OC(C)(C)C)C([C@H]2NC(\C(=N/OC(C2=CC=CC=C2)(C2=CC=CC=C2)C2=CC=CC=C2)\C=2N=C(SC2)NC(C2=CC=CC=C2)(C2=CC=CC=C2)C2=CC=CC=C2)=O)=O (t-Butyl (6R,7R)-3-[(R)-tetrahydrofuran-2-yl]-7-[2-(2-tritylaminothiazol-4-yl)-2-(Z)-trityloxyiminoacetamido]-ceph-3-em-4-carboxylate). The yield is 67.8%. As a reaction SMILES: CS(Cl)(=O)=O.[C:6]([NH:25][C:26]1[S:27][CH:28]=[C:29](/[C:31](=[N:35]/[O:36][C:37]([C:50]2[CH:55]=[CH:54][CH:53]=[CH:52][CH:51]=2)([C:44]2[CH:49]=[CH:48][CH:47]=[CH:46][CH:45]=2)[C:38]2[CH:43]=[CH:42][CH:41]=[CH:40][CH:39]=2)/[C:32]([O-])=[O:33])[N:30]=1)([C:19]1[CH:24]=[CH:23][CH:22]=[CH:21][CH:20]=1)([C:13]1[CH:18]=[CH:17][CH:16]=[CH:15][CH:14]=1)[C:7]1[CH:12]=[CH:11][CH:10]=[CH:9][CH:8]=1.[Na+].[NH2:57][C@@H:58]1[C:77](=[O:78])[N:60]2[C:61]([C:70]([O:72][C:73]([CH3:76])([CH3:75])[CH3:74])=[O:71])=[C:62]([C@H:65]3[CH2:69][CH2:68][CH2:67][O:66]3)[CH2:63][S:64][C@H:59]12.N1C=CC=CC=1>CN(C=O)C.C(OCC)(=O)C>[O:66]1[CH2:67][CH2:68][CH2:69][C@@H:65]1[C:62]1[CH2:63][S:64][C@@H:59]2[C@H:58]([NH:57][C:32](=[O:33])/[C:31](/[C:29]3[N:30]=[C:26]([NH:25][C:6]([C:19]4[CH:24]=[CH:23][CH:22]=[CH:21][CH:20]=4)([C:13]4[CH:14]=[CH:15][CH:16]=[CH:17][CH:18]=4)[C:7]4[CH:8]=[CH:9][CH:10]=[CH:11][CH:12]=4)[S:27][CH:28]=3)=[N:35]\[O:36][C:37]([C:50]3[CH:55]=[CH:54][CH:53]=[CH:52][CH:51]=3)([C:44]3[CH:45]=[CH:46][CH:47]=[CH:48][CH:49]=3)[C:38]3[CH:39]=[CH:40][CH:41]=[CH:42][CH:43]=3)[C:77](=[O:78])[N:60]2[C:61]=1[C:70]([O:72][C:73]([CH3:75])([CH3:74])[CH3:76])=[O:71] |f:1.2|. Reported procedure: Methanesulphonyl chloride (96μl, 1.25mmol) was added to sodium 2-(2-tritylaminothiazol-4-yl)-2-(Z)-trityloxyiminoacetate (852mg, 1.2mmol) in DMF (2ml) at <-40° C. The mixture was stirred 0.5h at -30±10° C. then t-butyl (6R,7R)-7-amino-3-[(R)-tetrahydrofuran-2-yl]ceph-3-em-4-carboxylate (326mg, 1mmol) in DMF (2ml), followed by pyridine (101μl, 1.25mmol), were added. The reaction was stirred for 1h without further cooling then diluted with ethyl acetate, washed twice with water and with brine, dri...